Dataset: the Open Reaction Database (ORD), a public repository of structured organic reaction records. Task: describe an organic reaction: reactants, conditions, products, and yield The reactants are CC(C)(C)OC(=O)N1CCN(c2ccc([N+](=O)[O-])cc2)CC1, CO, ClCCl, Cl. Yields the product CC(C)(C)OC(=O)N1CCN(c2ccc(N)cc2)CC1. Reaction SMILES: [C:1]([CH3:2])([CH3:3])([CH3:4])[O:5][C:6](=[O:7])[N:8]1[CH2:9][CH2:10][N:11]([c:14]2[cH:15][cH:16][c:17]([N+:20]([O-:21])=[O:22])[cH:18][cH:19]2)[CH2:12][CH2:13]1.[CH3:24][OH:25].[Cl:26][CH2:27][Cl:28].[ClH:23]>>[C:1]([CH3:2])([CH3:3])([CH3:4])[O:5][C:6](=[O:7])[N:8]1[CH2:9][CH2:10][N:11]([c:14]2[cH:15][cH:16][c:17]([NH2:20])[cH:18][cH:19]2)[CH2:12][CH2:13]1.